From a dataset of the Open Reaction Database (ORD), a public repository of structured organic reaction records. describe an organic reaction: reactants, conditions, products, and yield Starting materials: C(C)OC(CP(=O)(OCC)OCC)=O (diethylphosphonoacetic acid ethyl ester), C(C)(C)(C)OC(=O)N1CC(C(CC1)=O)(C)C (3,3-dimethyl-4-oxopiperidine-1-carboxylic acid t-butyl ester), C[O-].[Na+] (sodium methoxide), CO (methanol). Solvent: O1CCCC1 (tetrahydrofuran), O1CCCC1 (tetrahydrofuran). The product is 4-methoxycarbonylmethylene-3,3-dimethylpiperidine-1-carbxylic, C(C)(C)(C)OC(=O)N1CC(C(=CC1)CC(=O)OC)(C)C (4-methoxycarbonylmethyl-3,3-dimethyl-3,6-dihydro-2H-pyridine-1-carboxylic acid t-butyl ester). Yield: 52.9%. RXN SMILES: [CH2:1]([O:3][C:4](=[O:14])[CH2:5]P(OCC)(OCC)=O)C.C[O-].[Na+].CO.[C:20]([O:24][C:25]([N:27]1[CH2:32][CH2:31][C:30](=O)[C:29]([CH3:35])([CH3:34])[CH2:28]1)=[O:26])([CH3:23])([CH3:22])[CH3:21]>O1CCCC1>[C:20]([O:24][C:25]([N:27]1[CH2:32][CH:31]=[C:30]([CH2:5][C:4]([O:3][CH3:1])=[O:14])[C:29]([CH3:35])([CH3:34])[CH2:28]1)=[O:26])([CH3:23])([CH3:21])[CH3:22] |f:1.2|. Reported procedure: To a cooled (0° C.) solution of diethylphosphonoacetic acid ethyl ester (4.4 mL, 24.2 mmol) in tetrahydrofuran (50 mL) under an atmosphere of nitrogen were added a solution of 28% sodium methoxide in methanol (4.6 mL, 26.4 mmol), and then a solution of 3,3-dimethyl-4-oxopiperidine-1-carboxylic acid t-butyl ester (5.0 g, 22.0 mmol) in tetrahydrofuran (10 mL) and stirred for 3 hours at room temperature. After the reaction was completed, the solvent was removed under a reduced pressure and water wa... Starting materials: ClCC(=O)N (2-chloroacetamide), ClC1=CC2=C(C=3C(CN=C2C2=C(C=CC=C2)Cl)=CNC3C)C=C1 (8-chloro-6-(2-chlorophenyl)-1-methyl-2H,4H-pyrrolo-[3,4-d][2]benzazepine), ice, CC(C)([O-])C.[K+] (potassium t-butoxide). Solvent: CN(C=O)C (dimethylformamide), O (water). Run at temperature 0 celsius, time 15 minute. Yields the product ClC1=CC2=C(C=3C(CN=C2C2=C(C=CC=C2)Cl)=CN(C3C)CC(=O)N)C=C1 (8-chloro-6-(2-chlorophenyl)-1-methyl-2H,4H-pyrrolo[3,4-d][2]benzazepine-2-acetamide). Reaction SMILES: [Cl:1][C:2]1[CH:23]=[CH:22][C:5]2[C:6]3[C:7](=[CH:18][NH:19][C:20]=3[CH3:21])[CH2:8][N:9]=[C:10]([C:11]3[CH:16]=[CH:15][CH:14]=[CH:13][C:12]=3[Cl:17])[C:4]=2[CH:3]=1.CC(C)([O-])C.[K+].Cl[CH2:31][C:32]([NH2:34])=[O:33]>CN(C)C=O.O>[Cl:1][C:2]1[CH:23]=[CH:22][C:5]2[C:6]3[C:7](=[CH:18][N:19]([CH2:31][C:32]([NH2:34])=[O:33])[C:20]=3[CH3:21])[CH2:8][N:9]=[C:10]([C:11]3[CH:16]=[CH:15][CH:14]=[CH:13][C:12]=3[Cl:17])[C:4]=2[CH:3]=1 |f:1.2|. Reported procedure: In one portion, 4.0 g (11.7 mmol) of 8-chloro-6-(2-chlorophenyl)-1-methyl-2H,4H-pyrrolo-[3,4-d][2]benzazepine were added to an ice-cooled solution of 1.6 g (14.2 mmol) of potassium t-butoxide in 60 ml of dry dimethylformamide. After stirring at 0° C. for 15 minutes, 1.4 g (15.0 mmol) of 2-chloroacetamide were added, and the resulting solution was stirred for 5 minutes. The mixture was diluted with water and extracted with methylene chloride. The methylene chloride solution was washed with water,... The reactants are COC(=O)C(CCSC)NC(=O)c1ccc(NCC2CSCN2C(=O)OC(C)(C)C)cc1-c1ccccc1, COC(=O)C(CCSC)NC(=O)c1ccc(NC(=O)C2CSCN2C(=O)OC(C)(C)C)cc1-c1ccccc1. Yields the product COC(=O)C(CCSC)NC(=O)c1ccc(NCC2CSCN2)cc1-c1ccccc1. Reaction SMILES: [CH3:1][O:2][C:3]([CH:4]([NH:5][C:6]([c:7]1[c:8](-[c:27]2[cH:28][cH:29][cH:30][cH:31][cH:32]2)[cH:9][c:10]([NH:13][CH2:14][CH:15]2[N:16]([C:20]([O:21][C:22]([CH3:23])([CH3:24])[CH3:25])=[O:26])[CH2:17][S:18][CH2:19]2)[cH:11][cH:12]1)=[O:33])[CH2:34][CH2:35][S:36][CH3:37])=[O:38].[CH3:39][O:40][C:41](=[O:42])[CH:43]([CH2:44][CH2:45][S:46][CH3:47])[NH:48][C:49](=[O:50])[c:51]1[cH:52][cH:53][c:54]([NH:55][C:56]([CH:57]2[CH2:58][S:59][CH2:60][N:61]2[C:62]([O:63][C:64]([CH3:65])([CH3:66])[CH3:67])=[O:68])=[O:69])[cH:70][c:71]1-[c:72]1[cH:73][cH:74][cH:75][cH:76][cH:77]1>>[CH3:1][O:2][C:3]([CH:4]([NH:5][C:6]([c:7]1[c:8](-[c:27]2[cH:28][cH:29][cH:30][cH:31][cH:32]2)[cH:9][c:10]([NH:13][CH2:14][CH:15]2[NH:16][CH2:17][S:18][CH2:19]2)[cH:11][cH:12]1)=[O:33])[CH2:34][CH2:35][S:36][CH3:37])=[O:38]. Starting materials: 16-deacetoxy-16β-(acetylthio)fusidic acid acetoxymethyl ester, CO.O (methanol water), ClC(=O)OC1=CC=CC=C1 (phenyl chloroformate), [Br-].[Na+] (sodium bromide), CN(C=O)C (dimethylformamide). Reaction conditions: temperature 0 celsius, time 4 hour. Product: [Br-].C1(=CC=CC=C1)C(=O)N(C)C (Phenyl N,N-dimethylformamide bromide), desired compound. Reaction SMILES: ClC(O[C:5]1[CH:10]=[CH:9][CH:8]=[CH:7][CH:6]=1)=O.[Br-:11].[Na+].CO.O.[CH3:16][N:17]([CH3:20])[CH:18]=[O:19]>>[Br-:11].[C:5]1([C:18]([N:17]([CH3:20])[CH3:16])=[O:19])[CH:6]=[CH:7][CH:8]=[CH:9][CH:10]=1 |f:1.2,3.4,6.7|. Reported procedure: Phenyl N,N-dimethylformamide bromide was prepared by dropwise addition of phenyl chloroformate (6.5 ml; 50 mmol) to a stirred solution of sodium bromide (5.14 g; 50 mmol) in dimethylformamide at 0°-5° C. Sodium chloride precipitated, and the resulting suspension was stirred at 0°-5° C. for 4 hours and then at room temperature overnight. The mixture was cooled to 0° C. and 16-deacetoxy-16β-(acetylthio)fusidic acid acetoxymethyl ester (6.07 g; 10 mmol) was added with stirring. After stirring at 0°... Run at time 8 hour. Reaction SMILES: [OH:1][C:2]1[CH:15]=[CH:14][C:5]([C:6]([C:8]2[CH:13]=[CH:12][CH:11]=[CH:10][CH:9]=2)=[O:7])=[CH:4][CH:3]=1.C(=O)([O-])[O-].[K+].[K+].[CH3:22][C:23]([CH3:25])=O.C(Br)C=C>O>[CH2:25]([O:1][C:2]1[CH:3]=[CH:4][C:5]([C:6]([C:8]2[CH:13]=[CH:12][CH:11]=[CH:10][CH:9]=2)=[O:7])=[CH:14][CH:15]=1)[CH:23]=[CH2:22] |f:1.2.3|. Run in O (water). Yield: 91.9%. Procedure details: To start with, a three-necked flask was charged with commercially available 4-hydroxybenzophenone (39.6 g) and potassium carbonate (28 g), followed by argon substitution. Subsequently, dehydrated acetone (120 ml) was added, followed by well stirring, and then allyl bromide (18.6 ml) was added. Stirring was performed at 60° C. for 8 hours. After that, the mixture was cooled to a room temperature, and pure water was added, followed by stirring. Extraction with diethylether (100 ml) was performed t... Starting materials: C(C=C)Br (allyl bromide), OC1=CC=C(C(=O)C2=CC=CC=C2)C=C1 (4-hydroxybenzophenone), C([O-])([O-])=O.[K+].[K+] (potassium carbonate), CC(=O)C (acetone). Product: C(C=C)OC1=CC=C(C(=O)C2=CC=CC=C2)C=C1 (4-allyloxybenzophenone). Starting materials: C(C#C)N1C2=C(NC(C3=C1C=CC=C3)=O)C=CC=N2 (5,11-dihydro-11-(prop-2-ynyl)-6H-pyrido[2,3-b][1,4]benzodiazepin-6-one), Cl (monohydrochloride), C=O (paraformaldehyde), C1(CCCCC1)CNCC1NCCCC1 (2-[[(cyclohexyl)methylamino]methyl]piperidine). Yields the product C1(CCCCC1)CNCC1N(CCCC1)CC#CCN1C2=C(NC(C3=C1C=CC=C3)=O)C=CC=N2 (11-[4-[2-[[(Cyclohexyl)methylamino]methyl]-1-piperidinyl]-but-2-ynyl]-5,11-dihydro-6H-pyrido[2,3-b][1,4]benzodiazepin-6-one). Yield: 34.0%. As a reaction SMILES: [CH2:1]([N:4]1[C:10]2[CH:11]=[CH:12][CH:13]=[CH:14][C:9]=2[C:8](=[O:15])[NH:7][C:6]2[CH:16]=[CH:17][CH:18]=[N:19][C:5]1=2)[C:2]#[CH:3].[CH2:20]=O.[CH:22]1([CH2:28][NH:29][CH2:30][CH:31]2[CH2:36][CH2:35][CH2:34][CH2:33][NH:32]2)[CH2:27][CH2:26][CH2:25][CH2:24][CH2:23]1.Cl>>[CH:22]1([CH2:28][NH:29][CH2:30][CH:31]2[CH2:36][CH2:35][CH2:34][CH2:33][N:32]2[CH2:20][C:3]#[C:2][CH2:1][N:4]2[C:10]3[CH:11]=[CH:12][CH:13]=[CH:14][C:9]=3[C:8](=[O:15])[NH:7][C:6]3[CH:16]=[CH:17][CH:18]=[N:19][C:5]2=3)[CH2:23][CH2:24][CH2:25][CH2:26][CH2:27]1. Procedure details: Prepared analogously to Example lb) from 5,11-dihydro-11-(prop-2-ynyl)-6H-pyrido[2,3-b][1,4]benzodiazepin-6-one, paraformaldehyde and 2-[[(cyclohexyl)methylamino]methyl]piperidine in a yield of 34% of theory. The monohydrochloride melted at 205° C. (decomp.). Starting materials: COC([C@H]1N(C[C@@H](C1)N=[N+]=[N-])C(CN(C)C(=O)OC(C)(C)C)=O)=O (trans-4-azido-1-(N-tert-butoxycarbonyl-N-methylglycyl)-L-proline methyl ester). Procedure details: 10% Palladium on activated carbon (75 mg) was added to a solution of trans-4-azido-1-(N-tert-butoxycarbonyl-N-methylglycyl)-L-proline methyl ester (C, 0.75 g) in methanol (50 mL), and the mixture was stirred under a hydrogen atmosphere at room temperature for 16 hr. After the catalyst were removed by filtration, the filtrate was evaporated in vacuo to afford the title compound (0.54 g). The yield is 77.9%. Reagents/catalysts: [Pd] (Palladium on activated carbon). Conditions: time 16 hour. Reaction SMILES: [CH3:1][O:2][C:3](=[O:24])[C@@H:4]1[CH2:8][C@@H:7]([N:9]=[N+]=[N-])[CH2:6][N:5]1[C:12](=[O:23])[CH2:13][N:14]([C:16]([O:18][C:19]([CH3:22])([CH3:21])[CH3:20])=[O:17])[CH3:15]>[Pd].CO>[CH3:1][O:2][C:3](=[O:24])[C@@H:4]1[CH2:8][C@@H:7]([NH2:9])[CH2:6][N:5]1[C:12](=[O:23])[CH2:13][N:14]([C:16]([O:18][C:19]([CH3:20])([CH3:22])[CH3:21])=[O:17])[CH3:15]. The product is COC([C@H]1N(C[C@@H](C1)N)C(CN(C)C(=O)OC(C)(C)C)=O)=O (trans-4-Amino-1-(N-tert-Butoxycarbonyl-N-Methylglycyl)-L-Proline Methyl Ester). Solvent: CO (methanol). Starting materials: C(C)(C)(C)OC(=O)N1C(=CC=2C=NC=CC21)CN2C(CN(CC2)CC#C)=O (2-(2-oxo-4-prop-2-ynyl-piperazin-1-ylmethyl)-pyrrolo[3,2-c]pyridine-1-carboxylic acid tert-butyl ester), C(=O)(C(F)(F)F)O (TFA). Solvent: C(Cl)Cl (CH2Cl2). Conditions: time 6 hour. Product: C(C#C)N1CC(N(CC1)CC1=CC=2C=NC=CC2N1)=O (4-Prop-2-ynyl-1-(1H-pyrrolo[3,2-c]pyridin-2-ylmethyl)-piperazin-2-one). Yield: 65.0%. Reaction SMILES: C(OC([N:8]1[C:16]2[CH:15]=[CH:14][N:13]=[CH:12][C:11]=2[CH:10]=[C:9]1[CH2:17][N:18]1[CH2:23][CH2:22][N:21]([CH2:24][C:25]#[CH:26])[CH2:20][C:19]1=[O:27])=O)(C)(C)C.C(O)(C(F)(F)F)=O>C(Cl)Cl>[CH2:24]([N:21]1[CH2:22][CH2:23][N:18]([CH2:17][C:9]2[NH:8][C:16]3[CH:15]=[CH:14][N:13]=[CH:12][C:11]=3[CH:10]=2)[C:19](=[O:27])[CH2:20]1)[C:25]#[CH:26]. Procedure details: To a solution containing 2-(2-oxo-4-prop-2-ynyl-piperazin-1-ylmethyl)-pyrrolo[3,2-c]pyridine-1-carboxylic acid tert-butyl ester (1.3 g, 3.53 mmol) in CH2Cl2 (100 mL) is added TFA (20 mL) at 0° C. After 6 h, the reaction mixture is concentrated to dryness and then partitioned between aqueous NaHCO3 (500 mL) and CH2Cl2 (200 mL) and the layers are separated. The aqueous phase is extracted four times with CH2Cl2 (100 mL) and the combined organic phase is washed with brine, dried over anhydrous Na2SO...